This data is from the Open Reaction Database (ORD), a public repository of structured organic reaction records. The task is: describe an organic reaction: reactants, conditions, products, and yield The reactants are Cl.NC(C(=O)OCC)C1C2=C(CCC3=C1C=CC=C3)C=CC=C2 (Ethyl α-amino-10,11-dihydro-5H-dibenzo[a,d]-cycloheptene-5-acetate hydrochloride), [OH-].[K+] (potassium hydroxide), C(C)O (Ethanol). Solvent: O (water). The product is Cl.NC(C(=O)O)C1C2=C(CCC3=C1C=CC=C3)C=CC=C2 (α-Amino-10,11-dihydro-5H -dibenzo[a,d]cycloheptene-5-acetic acid, hydrochloride). Yield: 74.4%. Reaction SMILES: [ClH:1].[NH2:2][CH:3]([CH:9]1[C:15]2[CH:16]=[CH:17][CH:18]=[CH:19][C:14]=2[CH2:13][CH2:12][C:11]2[CH:20]=[CH:21][CH:22]=[CH:23][C:10]1=2)[C:4]([O:6]CC)=[O:5].[OH-].[K+].C(O)C>O>[ClH:1].[NH2:2][CH:3]([CH:9]1[C:15]2[CH:16]=[CH:17][CH:18]=[CH:19][C:14]=2[CH2:13][CH2:12][C:11]2[CH:20]=[CH:21][CH:22]=[CH:23][C:10]1=2)[C:4]([OH:6])=[O:5] |f:0.1,2.3,6.7|. Procedure details: Ethyl α-amino-10,11-dihydro-5H-dibenzo[a,d]-cycloheptene-5-acetate hydrochloride (13 g, 39 mmol) is stirred with 400 mL of IM ethanolic potassium hydroxide solution at room temperature overnight. Ethanol is stripped and the solid taken up in water, extracted with diethyl ether, and acidified with 1N hydrochloric acid to pH 1. A precipitate is collected by filtration, washed with diethyl ether, dried at 50° C./2 mm Hg to furnish 8.81 g of the title compound; mp >285° C. Starting materials: amine, C(C)(C)(C)[Si](O[C@H](C(C(CC)=O)(C)C)CCO)(C)C (5(S)-(tert-Butyl-dimethyl-silyloxy)-7-hydroxy-4,4-dimethyl-heptan-3-one), CC(=O)C.C(=O)(C(F)(F)F)O (acetone CF3COOH), C(C)OCC (diethyl ether). Yields the product CC1(OCC[C@H](O1)C(C)(C(CC)=O)C)C.C(C)C(=O)CC (ethyl ketone (S)-2-(2,2-dimethyl-[1,3]dioxan-4-yl)-2-methyl-pentan-3-one). Reaction SMILES: C([Si](C)(C)[O:6][C@@H:7]([CH2:15][CH2:16][OH:17])[C:8]([CH3:14])([CH3:13])[C:9](=[O:12])[CH2:10][CH3:11])(C)(C)C.C(OCC)C.[CH3:25][C:26]([CH3:28])=O.C(O)(C(F)(F)F)=O>>[CH3:25][C:26]1([CH3:28])[O:6][C@H:7]([C:8]([CH3:13])([C:9](=[O:12])[CH2:10][CH3:11])[CH3:14])[CH2:15][CH2:16][O:17]1.[CH2:8]([C:7]([CH2:15][CH3:16])=[O:6])[CH3:9] |f:2.3,4.5|. Procedure details: A solution of 0.200 g of compound 34 in 5 ml of acetone/CF3COOH is heated to 35° for 18 h. Trethyl amine (1 ml) is then added to the mixture at 0° followed by 20 ml of diethyl ether. The solution is then three times extracted with 10 ml of water each, dred, and the solvent evaporated. FC of the residue in hexanelether 3/1 (+1% of triethyl amine) gives 0.118 g of 30. MS (C12H22O3; 214): 215 [M+H]. 1H-NMR (CDCl3): δ=4.05-3.80 m (3H); 2.5 q (2H); 1.40 s (3H); 1.30 m (includ. s) (4H); 1.10 s (3H); 1... Starting materials: C(C)C=1N(C(C(=C(N1)CCC)CC1=CC=C(C=C1)C=1C(=CC=CC1)C#N)=O)C1=CC=C(C=C1)O (4′-{[2-ethyl-1-(4-hydroxyphenyl)-6-oxo-4-propyl-1,6-dihydropyrimidin-5-yl]methyl}biphenyl-2-carbonitrile), FC1(CCC(CC1)O)F (4,4-difluorocyclohexanol), N(=NC(=O)OC(C)C)C(=O)OC(C)C (diisopropyl azodicarboxylate), C1(=CC=CC=C1)P(C1=CC=CC=C1)C1=CC=CC=C1 (triphenylphosphine). Run in O1CCCC1 (tetrahydrofuran), C(C)(=O)OCC (ethyl acetate). Run at temperature 60 celsius, time 3 hour. The product is FC1(CCC(CC1)OC1=CC=C(C=C1)N1C(=NC(=C(C1=O)CC1=CC=C(C=C1)C=1C(=CC=CC1)C#N)CCC)CC)F (4′-[(1-{4-[(4,4-difluorocyclohexyl)oxy]phenyl}-2-ethyl-6-oxo-4-propyl-1,6-dihydropyrimidin-5-yl)methyl]biphenyl-2-carbonitrile). Yield: 83.8%. As a reaction SMILES: [CH2:1]([C:3]1[N:4]([C:28]2[CH:33]=[CH:32][C:31]([OH:34])=[CH:30][CH:29]=2)[C:5](=[O:27])[C:6]([CH2:12][C:13]2[CH:18]=[CH:17][C:16]([C:19]3[C:20]([C:25]#[N:26])=[CH:21][CH:22]=[CH:23][CH:24]=3)=[CH:15][CH:14]=2)=[C:7]([CH2:9][CH2:10][CH3:11])[N:8]=1)[CH3:2].[F:35][C:36]1([F:43])[CH2:41][CH2:40][CH:39](O)[CH2:38][CH2:37]1.N(C(OC(C)C)=O)=NC(OC(C)C)=O.C1(P(C2C=CC=CC=2)C2C=CC=CC=2)C=CC=CC=1>C(OCC)(=O)C.O1CCCC1>[F:35][C:36]1([F:43])[CH2:41][CH2:40][CH:39]([O:34][C:31]2[CH:32]=[CH:33][C:28]([N:4]3[C:5](=[O:27])[C:6]([CH2:12][C:13]4[CH:18]=[CH:17][C:16]([C:19]5[C:20]([C:25]#[N:26])=[CH:21][CH:22]=[CH:23][CH:24]=5)=[CH:15][CH:14]=4)=[C:7]([CH2:9][CH2:10][CH3:11])[N:8]=[C:3]3[CH2:1][CH3:2])=[CH:29][CH:30]=2)[CH2:38][CH2:37]1. Procedure: A mixture of 4′-{[2-ethyl-1-(4-hydroxyphenyl)-6-oxo-4-propyl-1,6-dihydropyrimidin-5-yl]methyl}biphenyl-2-carbonitrile (600 mg), 4,4-difluorocyclohexanol (362 mg), diisopropyl azodicarboxylate (1.9 M in toluene, 1.4 mL), triphenylphosphine (698 mg) and tetrahydrofuran (10 ml) was stirred at 60° C. for 3 hr. The reaction mixture was diluted with ethyl acetate, and successively washed with water and saturated brine, dried over anhydrous magnesium sulfate and concentrated in vacuo. The residue was p... Starting materials: ClC.FC1=C(C=CC(=C1)F)NCC=1C=NC=CC1 (3-(2,4-difluorophenylaminomethyl)pyridine chloromethane), C([O-])(O)=O.[Na+] (sodium bicarbonate), C([O-])([O-])=O.[K+].[K+] (potassium carbonate), C(C)S(=O)(=O)Cl (ethanesulfonyl chloride). The product is FC1=C(C=CC(=C1)F)N(S(=O)(=O)CC)CC=1C=NC=CC1 (N-(2,4-difluorophenyl)-N-(pyridin-3-ylmethyl)ethanesulfonamide). As a reaction SMILES: ClC.[F:3][C:4]1[CH:9]=[C:8]([F:10])[CH:7]=[CH:6][C:5]=1[NH:11][CH2:12][C:13]1[CH:14]=[N:15][CH:16]=[CH:17][CH:18]=1.C(=O)([O-])[O-].[K+].[K+].[CH2:25]([S:27](Cl)(=[O:29])=[O:28])[CH3:26].C(=O)(O)[O-].[Na+]>>[F:3][C:4]1[CH:9]=[C:8]([F:10])[CH:7]=[CH:6][C:5]=1[N:11]([CH2:12][C:13]1[CH:14]=[N:15][CH:16]=[CH:17][CH:18]=1)[S:27]([CH2:25][CH3:26])(=[O:29])=[O:28] |f:0.1,2.3.4,6.7|. Procedure details: A 4.4 g. portion of 3-(2,4-difluorophenylaminomethyl)pyridine chloromethane, and 4.1 g. of potassium carbonate and 3.9 g. of ethanesulfonyl chloride were added. The mixture was stirred under reflux for several days. It was then diluted with 20 ml. of aqueous sodium bicarbonate and 20 ml. of dichloromethane, and the organic phase was dried and evaporated to an oil. The oil was dissolved in dichloromethane and chromatographed over silica gel, eluting with dichloromethane, to obtain 1.2 g. of the d... Starting materials: C(C)N(CCN)CC (2-diethylaminoethylamine), COC=1C=C2CCN(C(C2=CC1OC)C1=CC=CC=C1)C(=O)Cl (6,7-dimethoxy-1-phenyl-3,4-dihydro-2(1H)-isoquinolinecarbonyl chloride). The solvent is O (water). Product: C(C)N(CCNC(=O)N1C(C2=CC(=C(C=C2CC1)OC)OC)C1=CC=CC=C1)CC (N-(2-diethylaminoethyl)-6,7-dimethoxy-1-phenyl-3,4-dihydro-2(1H)-isoquinolinecarboxamide). As a reaction SMILES: [CH2:1]([N:3]([CH2:7][CH3:8])[CH2:4][CH2:5][NH2:6])[CH3:2].[CH3:9][O:10][C:11]1[CH:12]=[C:13]2[C:18](=[CH:19][C:20]=1[O:21][CH3:22])[CH:17]([C:23]1[CH:28]=[CH:27][CH:26]=[CH:25][CH:24]=1)[N:16]([C:29](Cl)=[O:30])[CH2:15][CH2:14]2>O>[CH2:1]([N:3]([CH2:7][CH3:8])[CH2:4][CH2:5][NH:6][C:29]([N:16]1[CH2:15][CH2:14][C:13]2[C:18](=[CH:19][C:20]([O:21][CH3:22])=[C:11]([O:10][CH3:9])[CH:12]=2)[CH:17]1[C:23]1[CH:28]=[CH:27][CH:26]=[CH:25][CH:24]=1)=[O:30])[CH3:2]. Reported procedure: To 10 parts by volume of 2-diethylaminoethylamine is added 3.0 parts of 6,7-dimethoxy-1-phenyl-3,4-dihydro-2(1H)-isoquinolinecarbonyl chloride. An exothermic reaction ensues. The mixture is heated over a steam bath for approximately 30 minutes. (Alternatively, the mixture is maintained at room temperature overnight.) The reaction mixture is then poured into water and extracted with ethyl ether. The ether layer is dried over anhydrous calcium sulfate and evaporated to dryness. The solid thus obta...